Dataset: the Open Reaction Database (ORD), a public repository of structured organic reaction records. Task: describe an organic reaction: reactants, conditions, products, and yield Reactants: COC(=O)c1cn(-c2nccc3ccccc23)c2ccc(C)cc12, Cl, [Li+], C1CCOC1, [OH-], O, O. Product: Cc1ccc2c(c1)c(C(=O)O)cn2-c1nccc2ccccc12. Reaction SMILES: [CH3:4][O:5][C:6](=[O:7])[c:8]1[cH:9][n:10](-[c:18]2[n:19][cH:20][cH:21][c:22]3[cH:23][cH:24][cH:25][cH:26][c:27]23)[c:11]2[cH:12][cH:13][c:14]([CH3:17])[cH:15][c:16]12.[ClH:28].[Li+:3].[O:29]1[CH2:30][CH2:31][CH2:32][CH2:33]1.[OH-:2].[OH2:1].[OH2:34]>>[O:5]=[C:6]([OH:7])[c:8]1[cH:9][n:10](-[c:18]2[n:19][cH:20][cH:21][c:22]3[cH:23][cH:24][cH:25][cH:26][c:27]23)[c:11]2[cH:12][cH:13][c:14]([CH3:17])[cH:15][c:16]12. Procedure details: This compound is prepared in a manner analogous to that of Step D of Example 2, using 7.9 grams (0.025 mole) of 8-(3-trifluoromethylphenylmethoxy)-1,4-dioxaspiro[4.5]decane. and 25 mL of water in 50 mL of acetic acid, yielding 4-(3-trifluoromethylphenylmethoxy)cyclohexanone. Reactants: FC(C=1C=C(C=CC1)COC1CCC2(OCCO2)CC1)(F)F (8-(3-trifluoromethylphenylmethoxy)-1,4-dioxaspiro[4.5]decane), O (water). Product: FC(C=1C=C(C=CC1)COC1CCC(CC1)=O)(F)F (4-(3-trifluoromethylphenylmethoxy)cyclohexanone). The solvent is C(C)(=O)O (acetic acid). As a reaction SMILES: [F:1][C:2]([F:22])([F:21])[C:3]1[CH:4]=[C:5]([CH2:9][O:10][CH:11]2[CH2:20][CH2:19][C:14]3(OCC[O:15]3)[CH2:13][CH2:12]2)[CH:6]=[CH:7][CH:8]=1.O>C(O)(=O)C>[F:1][C:2]([F:21])([F:22])[C:3]1[CH:4]=[C:5]([CH2:9][O:10][CH:11]2[CH2:12][CH2:13][C:14](=[O:15])[CH2:19][CH2:20]2)[CH:6]=[CH:7][CH:8]=1. The reactants are ClC=1C=C(C(=C(C(=O)OC)C1)C)NCC1CCCC1 (methyl 5-chloro-3-((cyclopentylmethyl)amino)-2-methylbenzoate), C([O-])([O-])=O.[Cs+].[Cs+] (cesium carbonate), CI (methyl iodide). Solvent: C(C)#N (acetonitrile). Reaction conditions: temperature 80 celsius. The product is ClC=1C=C(C(=C(C(=O)OC)C1)C)N(C)CC1CCCC1 (methyl 5-chloro-3-((cyclopentylmethyl)(methyl)amino)-2-methylbenzoate). The yield is 96.6%. RXN SMILES: [Cl:1][C:2]1[CH:3]=[C:4]([NH:13][CH2:14][CH:15]2[CH2:19][CH2:18][CH2:17][CH2:16]2)[C:5]([CH3:12])=[C:6]([CH:11]=1)[C:7]([O:9][CH3:10])=[O:8].[C:20](=O)([O-])[O-].[Cs+].[Cs+].CI>C(#N)C>[Cl:1][C:2]1[CH:3]=[C:4]([N:13]([CH2:14][CH:15]2[CH2:16][CH2:17][CH2:18][CH2:19]2)[CH3:20])[C:5]([CH3:12])=[C:6]([CH:11]=1)[C:7]([O:9][CH3:10])=[O:8] |f:1.2.3|. Procedure details: To a stirred solution of methyl 5-chloro-3-((cyclopentylmethyl)amino)-2-methylbenzoate (1.0 g, 3.5 mmol) in acetonitrile (10 mL), cesium carbonate (2.3 g, 7.1 mmol) and methyl iodide (5.0 g, 35 mmol) were added. The mixture was heated at 80° C. for 12 h. cooled to room temperature and filtered. The residue was washed with ethyl acetate and the filtrate was concentrated and then purified by column chromatography to afford the title compound (1.0 g, 95%). Reactants: Cc1cc(Nc2ccc(CCNC(=O)OCc3ccccc3)cc2)c([N+](=O)[O-])c(C)n1, CO, Cl. Yields the product Cc1cc(Nc2ccc(CCNC(=O)OCc3ccccc3)cc2)c(N)c(C)n1, Cl. As a reaction SMILES: [CH3:2][c:3]1[n:4][c:5]([CH3:32])[cH:6][c:7]([NH:12][c:13]2[cH:14][cH:15][c:16]([CH2:17][CH2:18][NH:19][C:20]([O:21][CH2:22][c:23]3[cH:24][cH:25][cH:26][cH:27][cH:28]3)=[O:29])[cH:30][cH:31]2)[c:8]1[N+:9]([O-:10])=[O:11].[CH3:33][OH:34].[ClH:1]>>[CH3:2][c:3]1[n:4][c:5]([CH3:32])[cH:6][c:7]([NH:12][c:13]2[cH:14][cH:15][c:16]([CH2:17][CH2:18][NH:19][C:20]([O:21][CH2:22][c:23]3[cH:24][cH:25][cH:26][cH:27][cH:28]3)=[O:29])[cH:30][cH:31]2)[c:8]1[NH2:9].[ClH:1]. Starting materials: [BH4-], COC(=O)C1CN(S(=O)(=O)C=Cc2ccc(Cl)s2)CC(=O)N1Cc1cc2cnccc2n1C(=O)OC(C)(C)C, COC(=O)C1CNCC(=O)N1Cc1cc2cnccc2n1C(=O)OC(C)(C)C, CO, O=S(=O)(Cl)C=Cc1ccc(Cl)s1, [Na+]. Product: CC(C)(C)OC(=O)n1c(CN2C(=O)CN(S(=O)(=O)C=Cc3ccc(Cl)s3)CC2CO)cc2cnccc21. RXN SMILES: [BH4-:1].[C:3]([CH3:4])([CH3:5])([CH3:6])[O:7][C:8](=[O:9])[n:10]1[c:11]([CH2:19][N:20]2[CH:21]([C:38](=[O:39])[O:40][CH3:41])[CH2:22][N:23]([S:27](=[O:28])(=[O:29])[CH:30]=[CH:31][c:32]3[s:33][c:34]([Cl:37])[cH:35][cH:36]3)[CH2:24][C:25]2=[O:26])[cH:12][c:13]2[cH:14][n:15][cH:16][cH:17][c:18]12.[C:42]([O:43][C:44]([n:45]1[c:46]2[cH:47][cH:48][n:49][cH:50][c:51]2[cH:52][c:53]1[CH2:54][N:55]1[C:56](=[O:57])[CH2:58][NH:59][CH2:60][CH:61]1[C:62]([O:63][CH3:64])=[O:65])=[O:66])([CH3:67])([CH3:68])[CH3:69].[CH3:82][OH:83].[Cl:70][c:71]1[s:72][c:73]([CH:74]=[CH:75][S:76]([Cl:77])(=[O:78])=[O:79])[cH:80][cH:81]1.[Na+:2]>>[C:3]([CH3:4])([CH3:5])([CH3:6])[O:7][C:8](=[O:9])[n:10]1[c:11]([CH2:19][N:20]2[CH:21]([CH2:38][OH:39])[CH2:22][N:23]([S:27](=[O:28])(=[O:29])[CH:30]=[CH:31][c:32]3[s:33][c:34]([Cl:37])[cH:35][cH:36]3)[CH2:24][C:25]2=[O:26])[cH:12][c:13]2[cH:14][n:15][cH:16][cH:17][c:18]12. Reactants: CC(C)(C)OC(=O)CCNc1ncc(C(=O)Nc2ccc(F)cc2)cn1, Cc1ccccc1, O=C(O)C(F)(F)F, O. The product is O=C(O)CCNc1ncc(C(=O)Nc2ccc(F)cc2)cn1. RXN SMILES: [C:1]([CH3:2])([CH3:3])([CH3:4])[O:5][C:6]([CH2:7][CH2:8][NH:9][c:10]1[n:11][cH:12][c:13]([C:16]([NH:17][c:18]2[cH:19][cH:20][c:21]([F:24])[cH:22][cH:23]2)=[O:25])[cH:14][n:15]1)=[O:26].[CH3:27][c:28]1[cH:29][cH:30][cH:31][cH:32][cH:33]1.[F:35][C:36]([F:37])([F:38])[C:39]([OH:40])=[O:41].[OH2:34]>>[O:5]=[C:6]([CH2:7][CH2:8][NH:9][c:10]1[n:11][cH:12][c:13]([C:16]([NH:17][c:18]2[cH:19][cH:20][c:21]([F:24])[cH:22][cH:23]2)=[O:25])[cH:14][n:15]1)[OH:26]. Starting materials: O=C1N(C(C(N1)(COCC=C)C1=CC(=CC=C1)C)=O)C1=CC(=C(C#N)C=C1)C(F)(F)F (4-[2,5-dioxo-4-(3-methylphenyl)-4-[(2-propenyloxy)methyl]imidazolidin-1-yl]-2-trifluoromethylbenzonitrile), C([O-])([O-])=O.[K+].[K+] (potassium carbonate), CI (methyliodide). Solvent: CN(C)C=O (DMF). Reaction conditions: time 3 hour. Product: O=C1N(C(C(N1C)(COCC=C)C1=CC(=CC=C1)C)=O)C1=CC(=C(C#N)C=C1)C(F)(F)F (4-[2,5-Dioxo-3-methyl-4-(3-methylphenyl)-4-[(2-propenyloxy)methyl]imidazolidin-1-yl]-2-trifluoromethylbenzonitrile). As a reaction SMILES: [O:1]=[C:2]1[NH:6][C:5]([C:12]2[CH:17]=[CH:16][CH:15]=[C:14]([CH3:18])[CH:13]=2)([CH2:7][O:8][CH2:9][CH:10]=[CH2:11])[C:4](=[O:19])[N:3]1[C:20]1[CH:27]=[CH:26][C:23]([C:24]#[N:25])=[C:22]([C:28]([F:31])([F:30])[F:29])[CH:21]=1.[C:32](=O)([O-])[O-].[K+].[K+].CI>CN(C=O)C>[O:1]=[C:2]1[N:6]([CH3:32])[C:5]([C:12]2[CH:17]=[CH:16][CH:15]=[C:14]([CH3:18])[CH:13]=2)([CH2:7][O:8][CH2:9][CH:10]=[CH2:11])[C:4](=[O:19])[N:3]1[C:20]1[CH:27]=[CH:26][C:23]([C:24]#[N:25])=[C:22]([C:28]([F:31])([F:29])[F:30])[CH:21]=1 |f:1.2.3|. Procedure details: To a solution of 4-[2,5-dioxo-4-(3-methylphenyl)-4-[(2-propenyloxy)methyl]imidazolidin-1-yl]-2-trifluoromethylbenzonitrile (829 mg) in DMF (1.5 mL) is added potassium carbonate (320 mg) and methyliodide (480 μL). The mixture is stirred 3 hours at rt, evaporated, washed with brine, extracted with ethyl acetate, dried over MgSO4 and concentrated to give the desired compound.